From a dataset of the Open Reaction Database (ORD), a public repository of structured organic reaction records. describe an organic reaction: reactants, conditions, products, and yield Starting materials: BrC1=C(C=C(C=C1)C)F (4-bromo-3-fluorotoluene), [OH-].[Na+] (sodium hydroxide), O (water), [K] (Potassium). Run in N1=CC=CC=C1 (pyridine). The product is BrC1=C(C=C(C(=O)O)C=C1)F (4-Bromo-3-fluorobenzoic acid). The yield is 86.3%. As a reaction SMILES: [Br:1][C:2]1[CH:7]=[CH:6][C:5]([CH3:8])=[CH:4][C:3]=1[F:9].[OH-:10].[Na+].[K].[OH2:13]>N1C=CC=CC=1>[Br:1][C:2]1[CH:7]=[CH:6][C:5]([C:8]([OH:13])=[O:10])=[CH:4][C:3]=1[F:9] |f:1.2,^1:11|. Procedure: A mixture of 4-bromo-3-fluorotoluene (15.0 g, 79.35 mmol) and sodium hydroxide (3.3 g, 82.53 mmol) in pyridine (80 ml) and water (160 ml) was stirred at reflux. Potassium permanganese (52.7 g, 333.28 mmol) was added to the mixture over 30 min. The resulting suspension was heated at reflux for 3 h. The mixture was filtered through celite. The celite was washed with hot water, followed by ethyl acetate. The cooled aqueous layer was acidified to pH 1 with conc.HCl and extracted with ethyl acetate. ... Starting materials: BrC1=CC(=C(N)C(=C1)F)Cl (4-bromo-2-chloro-6-fluoroaniline), ClC1=CC=C(C=C1OC)B(O)O (4-chloro-5-methoxyphenylboronic acid). Yields the product ClC=1C=C(C=C(C1N)F)C1=CC(=C(C=C1)Cl)OC (3,4′-dichloro-5-fluoro-3′-methoxybiphenyl-4-amine). Yield: 65.1%. RXN SMILES: Br[C:2]1[CH:8]=[C:7]([F:9])[C:5]([NH2:6])=[C:4]([Cl:10])[CH:3]=1.[Cl:11][C:12]1[C:17]([O:18][CH3:19])=[CH:16][C:15](B(O)O)=[CH:14][CH:13]=1>>[Cl:10][C:4]1[CH:3]=[C:2]([C:15]2[CH:14]=[CH:13][C:12]([Cl:11])=[C:17]([O:18][CH3:19])[CH:16]=2)[CH:8]=[C:7]([F:9])[C:5]=1[NH2:6]. Reported procedure: The title compound (82 mg) was prepared from 4-bromo-2-chloro-6-fluoroaniline (100 mg, 0.44 mmol) and 4-chloro-5-methoxyphenylboronic acid (107 mg, 0.62 mmol) as a pale-yellow solid.